From a dataset of the Open Reaction Database (ORD), a public repository of structured organic reaction records. describe an organic reaction: reactants, conditions, products, and yield Reported procedure: A mixture of 4-((6-phenyl-[1,2,4]triazolo[4,3-b]pyridazin-3-yl)methoxy)quinoline-7-carbonitrile (0.300 g, 0.793 mmol) and SULFURIC ACID (3.00 ml, 56.3 mmol) was heated at 90° C. for 30 min. Quenched onto ice and sodium bicarbonate. Isolated solid by filtration and purified on RPHPLC. Fractions containing product were treated with 9% sodium carbonate. Removed volatiles. Product crashed out and was isolated by filtraton. MS m/z=397.1 [M+1]+. Calc'd for C22H16N6O2: 396.4. The product is C1(=CC=CC=C1)C=1C=CC=2N(N1)C(=NN2)COC2=CC=NC1=CC(=CC=C21)C(=O)N (4-((6-phenyl-[1,2,4]triazolo[4,3-b]pyridazin-3-yl)methoxy)quinoline-7-carboxamide). Conditions: temperature 90 celsius. RXN SMILES: [C:1]1([C:7]2[CH:8]=[CH:9][C:10]3[N:11]([C:13]([CH2:16][O:17][C:18]4[C:27]5[C:22](=[CH:23][C:24]([C:28]#[N:29])=[CH:25][CH:26]=5)[N:21]=[CH:20][CH:19]=4)=[N:14][N:15]=3)[N:12]=2)[CH:6]=[CH:5][CH:4]=[CH:3][CH:2]=1.S(=O)(=O)(O)[OH:31]>>[C:1]1([C:7]2[CH:8]=[CH:9][C:10]3[N:11]([C:13]([CH2:16][O:17][C:18]4[C:27]5[C:22](=[CH:23][C:24]([C:28]([NH2:29])=[O:31])=[CH:25][CH:26]=5)[N:21]=[CH:20][CH:19]=4)=[N:14][N:15]=3)[N:12]=2)[CH:2]=[CH:3][CH:4]=[CH:5][CH:6]=1. Reactants: C1(=CC=CC=C1)C=1C=CC=2N(N1)C(=NN2)COC2=CC=NC1=CC(=CC=C21)C#N (4-((6-phenyl-[1,2,4]triazolo[4,3-b]pyridazin-3-yl)methoxy)quinoline-7-carbonitrile), S(O)(O)(=O)=O (SULFURIC ACID). The reactants are O=C([O-])[O-], C=CCn1cnc2c1c(=O)[nH]c(=O)n2CCCCC, CI, [K+], [K+], CN(C)C=O. The product is C=CCn1cnc2c1c(=O)n(C)c(=O)n2CCCCC. Reaction SMILES: [C:20](=[O:21])([O-:22])[O-:23].[CH2:1]([CH2:2][CH2:3][CH2:4][CH3:5])[n:6]1[c:7](=[O:19])[nH:8][c:9](=[O:18])[c:10]2[n:11]([CH2:15][CH:16]=[CH2:17])[cH:12][n:13][c:14]12.[CH3:26][I:27].[K+:24].[K+:25].[O:28]=[CH:29][N:30]([CH3:31])[CH3:32]>>[CH2:1]([CH2:2][CH2:3][CH2:4][CH3:5])[n:6]1[c:7](=[O:19])[n:8]([CH3:20])[c:9](=[O:18])[c:10]2[n:11]([CH2:15][CH:16]=[CH2:17])[cH:12][n:13][c:14]12. Reactants: C1CCOC1, Cc1ccc(C(=O)NC2CC2)cc1NC(=O)c1ccc(O)cc1, CC(C)(C)OC(=O)N=NC(=O)OC(C)(C)C, OCc1ccc(OCC2OCCO2)cn1, c1ccc(P(c2ccccc2)c2ccccc2)cc1. Yields the product Cc1ccc(C(=O)NC2CC2)cc1NC(=O)c1ccc(OCc2ccc(OCC3OCCO3)cn2)cc1. RXN SMILES: [CH2:74]1[O:75][CH2:76][CH2:77][CH2:78]1.[CH:1]1([NH:4][C:5]([c:6]2[cH:7][c:8]([NH:13][C:14]([c:15]3[cH:16][cH:17][c:18]([OH:21])[cH:19][cH:20]3)=[O:22])[c:9]([CH3:12])[cH:10][cH:11]2)=[O:23])[CH2:2][CH2:3]1.[N:58]([C:59]([O:60][C:61]([CH3:62])([CH3:63])[CH3:64])=[O:65])=[N:66][C:67]([O:68][C:69]([CH3:70])([CH3:71])[CH3:72])=[O:73].[O:24]1[CH:25]([CH2:29][O:30][c:31]2[cH:32][cH:33][c:34]([CH2:37][OH:38])[n:35][cH:36]2)[O:26][CH2:27][CH2:28]1.[c:39]1([P:40]([c:41]2[cH:42][cH:43][cH:44][cH:45][cH:46]2)[c:47]2[cH:48][cH:49][cH:50][cH:51][cH:52]2)[cH:53][cH:54][cH:55][cH:56][cH:57]1>>[CH:1]1([NH:4][C:5]([c:6]2[cH:7][c:8]([NH:13][C:14]([c:15]3[cH:16][cH:17][c:18]([O:21][CH2:37][c:34]4[cH:33][cH:32][c:31]([O:30][CH2:29][CH:25]5[O:24][CH2:28][CH2:27][O:26]5)[cH:36][n:35]4)[cH:19][cH:20]3)=[O:22])[c:9]([CH3:12])[cH:10][cH:11]2)=[O:23])[CH2:2][CH2:3]1. Starting materials: [BH4-], CCO, CC(=O)C(C)c1cc(C(F)(F)F)cc2ccoc12, [Na+]. Product: CC(O)C(C)c1cc(C(F)(F)F)cc2ccoc12. As a reaction SMILES: [BH4-:19].[CH3:21][CH2:22][OH:23].[F:1][C:2]([c:3]1[cH:4][c:5]([CH:12]([C:13]([CH3:14])=[O:15])[CH3:16])[c:6]2[c:7]([cH:8][cH:9][o:10]2)[cH:11]1)([F:17])[F:18].[Na+:20]>>[F:1][C:2]([c:3]1[cH:4][c:5]([CH:12]([CH:13]([CH3:14])[OH:15])[CH3:16])[c:6]2[c:7]([cH:8][cH:9][o:10]2)[cH:11]1)([F:17])[F:18]. The reactants are B(F)(F)F.CCOCC (boron trifluoride etherate), C(Cl)C1CO1 (epichlorohydrin), CN1C(CCC1)=O (N-methyl-2-pyrrolidinone), NCCSC=1NC2=CC=CC=C2C1 (2-(2-aminoethylthio)indole), F[B-](F)(F)F (fluoroborate). Run in C(Cl)Cl (CH2Cl2), C(Cl)Cl (CH2Cl2). Reaction conditions: time 4 hour. Yields the product CN1C(CCC1)=NCCSC=1NC2=CC=CC=C2C1 (2-[2-(1-methyl-2-pyrrolidinylideneamino)ethylthio]indole). RXN SMILES: [NH2:1][CH2:2][CH2:3][S:4][C:5]1[NH:6][C:7]2[C:12]([CH:13]=1)=[CH:11][CH:10]=[CH:9][CH:8]=2.F[B-](F)(F)F.B(F)(F)F.CCOCC.C(C1OC1)Cl.[CH3:33][N:34]1[CH2:38][CH2:37][CH2:36][C:35]1=O>C(Cl)Cl>[CH3:33][N:34]1[CH2:38][CH2:37][CH2:36][C:35]1=[N:1][CH2:2][CH2:3][S:4][C:5]1[NH:6][C:7]2[C:12]([CH:13]=1)=[CH:11][CH:10]=[CH:9][CH:8]=2 |f:2.3|. Procedure details: To a solution of 6.9g (52 mM) of AlCl3 and 1.98g (52 mM) of lithium aluminum hydride in 257 ml of anhydrous ether is added 9.8g (52 mM) of this nitrile in 50 ml of anhydrous ether, and the whole is stirred for 2 hours at room temperature. A total of 10g of 50% NaOH and 2 ml of water is added to this reaction mixture over a period of 3 hours and the resulting solution is stirred for 16 hours. The ether is separated from the solids and dried over potassium carbonate. The dried solution is evaporat... The reactants are 100, BrC1=C(C=CC2=CC=CC=C12)C (1-bromo-2-methylnaphthalene), BrN1C(CCC1=O)=O (N-bromosuccinimide), C(C1=CC=CC=C1)(=O)OOC(C1=CC=CC=C1)=O (benzoyl peroxide). Product: BrC1=C(C=CC2=CC=CC=C12)CBr (1-bromo-2-(bromomethyl)naphthalene). Reaction SMILES: [Br:1][C:2]1[C:11]2[C:6](=[CH:7][CH:8]=[CH:9][CH:10]=2)[CH:5]=[CH:4][C:3]=1[CH3:12].[Br:13]N1C(=O)CCC1=O.C(OOC(=O)C1C=CC=CC=1)(=O)C1C=CC=CC=1>C(Cl)(Cl)(Cl)Cl>[Br:1][C:2]1[C:11]2[C:6](=[CH:7][CH:8]=[CH:9][CH:10]=2)[CH:5]=[CH:4][C:3]=1[CH2:12][Br:13]. Procedure details: A solution of 100 parts of 1-bromo-2-methylnaphthalene, 80.5 parts of N-bromosuccinimide and 0.5 part of benzoyl peroxide in 1500 parts by volume of carbon tetrachloride is heated at reflux temperature for several hours. The solution is then cooled, washed twice with water and the organic layer separated. The organic layer is dried over calcium sulfate, filtered and concentrated to give 1-bromo-2-(bromomethyl)naphthalene, as an oil which solidifies on standing. The solvent is C(Cl)(Cl)(Cl)Cl (carbon tetrachloride). The reactants are C[O-].[Na+] (Sodium methoxide), C(C)O (Ethanol), Cl.NO (hydroxylamine hydrochloride), C(#N)C1CCN(CC1)C(=O)OCC (Ethyl 4-cyano-1-piperidinecarboxylate). The solvent is O (water). Reaction conditions: temperature 60 celsius, time 30 minute. Yields the product NC(C1CCN(CC1)C(=O)OCC)=NO (ethyl 4-[amino(hydroxyimino)methyl]-1-piperidinecarboxylate). The yield is 47.0%. Reaction SMILES: C(O)C.Cl.[NH2:5][OH:6].[C:7]([CH:9]1[CH2:14][CH2:13][N:12]([C:15]([O:17][CH2:18][CH3:19])=[O:16])[CH2:11][CH2:10]1)#[N:8].C[O-].[Na+]>O>[NH2:8][C:7](=[N:5][OH:6])[CH:9]1[CH2:14][CH2:13][N:12]([C:15]([O:17][CH2:18][CH3:19])=[O:16])[CH2:11][CH2:10]1 |f:1.2,4.5|. Procedure: Ethanol (150 ml) was added to a solution of hydroxylamine hydrochloride (17.25 g) in water (48 ml). Ethyl 4-cyano-1-piperidinecarboxylate (45 g) was added and the mixture was cooled. Sodium methoxide (44.4 g) was added dropwise at RT and the reaction mixture was stirred for 30 minutes at 60° C. The reaction mixture was cooled, filtered and the filtrate evaporated. The residue was purified by column chromatography on silica gel (eluent: CH2Cl2 /CH3OH 95/5). The pure fractions were collected and t... The reactants are C1(CCCCC1)C[C@@H]([C@H](CN1C(CCCC1)=O)O)NC([C@H](CC=1N(C=NC1)C(=O)OC(C)(C)C)NC([C@H](CC1=CC=CC=C1)CC(C(C)(C)C)=O)=O)=O ((S)-N-[(1S,2S)-1-(cyclohexylmethyl)-2-hydroxy-3-(2-oxo-1-piperidinyl)propyl]-α-[(R)-α-(3,3-dimethyl-2-oxobutyl)hy drocinnamamido]-3-t butoxycarbonylimidazole-4-propionamide), C([O-])([O-])=O.[K+].[K+] (potassium carbonate). Run in CO (methanol). Yields the product C1(CCCCC1)C[C@@H]([C@H](CN1C(CCCC1)=O)O)NC([C@H](CC=1N=CNC1)NC([C@H](CC1=CC=CC=C1)CC(C(C)(C)C)=O)=O)=O ((S)-N-[(1S,2S)-1-(cyclohexylmethyl)-2-hydroxy-3-(2-oxopiperidino)propyl]-α-[(R)-α-(3,3-dimethyl-2-oxobutyl)hydrocinnamamido]imidazole-4propionamide). As a reaction SMILES: [CH:1]1([CH2:7][C@H:8]([NH:19][C:20](=[O:53])[C@@H:21]([NH:35][C:36](=[O:52])[C@@H:37]([CH2:45][C:46](=[O:51])[C:47]([CH3:50])([CH3:49])[CH3:48])[CH2:38][C:39]2[CH:44]=[CH:43][CH:42]=[CH:41][CH:40]=2)[CH2:22][C:23]2[N:24](C(OC(C)(C)C)=O)[CH:25]=[N:26][CH:27]=2)[C@@H:9]([OH:18])[CH2:10][N:11]2[CH2:16][CH2:15][CH2:14][CH2:13][C:12]2=[O:17])[CH2:6][CH2:5][CH2:4][CH2:3][CH2:2]1.C(=O)([O-])[O-].[K+].[K+]>CO>[CH:1]1([CH2:7][C@H:8]([NH:19][C:20](=[O:53])[C@@H:21]([NH:35][C:36](=[O:52])[C@@H:37]([CH2:45][C:46](=[O:51])[C:47]([CH3:49])([CH3:50])[CH3:48])[CH2:38][C:39]2[CH:44]=[CH:43][CH:42]=[CH:41][CH:40]=2)[CH2:22][C:23]2[N:24]=[CH:25][NH:26][CH:27]=2)[C@@H:9]([OH:18])[CH2:10][N:11]2[CH2:16][CH2:15][CH2:14][CH2:13][C:12]2=[O:17])[CH2:6][CH2:5][CH2:4][CH2:3][CH2:2]1 |f:1.2.3|. Procedure: In an analogous manner to that described in Example 4, (S)-N-[(1S,2S)-1-(cyclohexylmethyl)-2-hydroxy-3-(2-oxo-1-piperidinyl)propyl]-α-[(R)-α-(3,3-dimethyl-2-oxobutyl)hy drocinnamamido]-3-t butoxycarbonylimidazole-4-propionamide was treated with potassium carbonate in methanol, whereby there was obtained (S)-N-[(1S,2S)-1-(cyclohexylmethyl)-2-hydroxy-3-(2-oxopiperidino)propyl]-α-[(R)-α-(3,3-dimethyl-2-oxobutyl)hydrocinnamamido]imidazole-4propionamide as an amorphous solid, MS: 636 (M+H)+. Reactants: ClC1=CC=C(N=N1)C(=O)N1CCN(CC1)C1=NC=C(C=C1C)C1CC1 ((6-chloropyridazin-3-yl)[4-(5-cyclopropyl-3-methylpyridin-2-yl)piperazin-1-yl]methanone), CC1CCC(N1)=O (5-methylpyrrolidin-2-one). The product is C1(CC1)C=1C=C(C(=NC1)N1CCN(CC1)C(=O)C1=CC=C(N=N1)N1C(CCC1C)=O)C (1-{6-[4-(5-cyclopropyl-3-methylpyridin-2-yl)piperazine-1-carbonyl]pyridazin-3-yl}-5-methylpyrrolidin-2-one). Yield: 11.1%. Reaction SMILES: Cl[C:2]1[N:7]=[N:6][C:5]([C:8]([N:10]2[CH2:15][CH2:14][N:13]([C:16]3[C:21]([CH3:22])=[CH:20][C:19]([CH:23]4[CH2:25][CH2:24]4)=[CH:18][N:17]=3)[CH2:12][CH2:11]2)=[O:9])=[CH:4][CH:3]=1.[CH3:26][CH:27]1[NH:31][C:30](=[O:32])[CH2:29][CH2:28]1>>[CH:23]1([C:19]2[CH:20]=[C:21]([CH3:22])[C:16]([N:13]3[CH2:14][CH2:15][N:10]([C:8]([C:5]4[N:6]=[N:7][C:2]([N:31]5[CH:27]([CH3:26])[CH2:28][CH2:29][C:30]5=[O:32])=[CH:3][CH:4]=4)=[O:9])[CH2:11][CH2:12]3)=[N:17][CH:18]=2)[CH2:25][CH2:24]1. Reported procedure: Using (6-chloropyridazin-3-yl)[4-(5-cyclopropyl-3-methylpyridin-2-yl)piperazin-1-yl]methanone (107 mg) described in Preparation Example 233 and 5-methylpyrrolidin-2-one (30 mg) and by the reaction and treatment in the same manner as in Example 1, the title compound (14 mg) was obtained. Starting materials: BrB(Br)Br, COc1cc(NC(=O)c2c[nH]c3ccccc3c2=O)cc2ccccc12, ClCCl. Yields the product O=C(Nc1cc(O)c2ccccc2c1)c1c[nH]c2ccccc2c1=O. As a reaction SMILES: [B:27]([Br:28])([Br:29])[Br:30].[CH3:1][O:2][c:3]1[cH:4][c:5]([NH:13][C:14](=[O:15])[c:16]2[cH:17][nH:18][c:19]3[cH:20][cH:21][cH:22][cH:23][c:24]3[c:25]2=[O:26])[cH:6][c:7]2[cH:8][cH:9][cH:10][cH:11][c:12]12.[Cl:31][CH2:32][Cl:33]>>[OH:2][c:3]1[cH:4][c:5]([NH:13][C:14](=[O:15])[c:16]2[cH:17][nH:18][c:19]3[cH:20][cH:21][cH:22][cH:23][c:24]3[c:25]2=[O:26])[cH:6][c:7]2[cH:8][cH:9][cH:10][cH:11][c:12]12.